This data is from the Open Reaction Database (ORD), a public repository of structured organic reaction records. The task is: describe an organic reaction: reactants, conditions, products, and yield Reactants: S1C=NC(=C1)C1=NC2=CC=CC=C2C(=N1)C(=O)O (2-(4-thiazolyl)quinazoline-4-carboxylic acid), Cl.OC1=C2CCNCC2=CC=C1C (5-hydroxy-6-methyl-1,2,3,4-tetrahydroisoquinoline hydrochloride). The product is S1C=NC(=C1)C1=NC2=CC=CC=C2C(=N1)C(=O)N1CC2=CC=C(C(=C2CC1)O)C (2-[[2-(4-thiazolyl)quinazolin-4-yl]carbonyl]-5-hydroxy-6-methyl-1,2,3,4-tetrahydroisoquinoline). Yield: 40.0%. Reaction SMILES: [S:1]1[CH:5]=[C:4]([C:6]2[N:15]=[C:14]([C:16]([OH:18])=O)[C:13]3[C:8](=[CH:9][CH:10]=[CH:11][CH:12]=3)[N:7]=2)[N:3]=[CH:2]1.Cl.[OH:20][C:21]1[C:30]([CH3:31])=[CH:29][CH:28]=[C:27]2[C:22]=1[CH2:23][CH2:24][NH:25][CH2:26]2>>[S:1]1[CH:5]=[C:4]([C:6]2[N:15]=[C:14]([C:16]([N:25]3[CH2:24][CH2:23][C:22]4[C:27](=[CH:28][CH:29]=[C:30]([CH3:31])[C:21]=4[OH:20])[CH2:26]3)=[O:18])[C:13]3[C:8](=[CH:9][CH:10]=[CH:11][CH:12]=3)[N:7]=2)[N:3]=[CH:2]1 |f:1.2|. Procedure details: Reaction of 2-(4-thiazolyl)quinazoline-4-carboxylic acid with 5-hydroxy-6-methyl-1,2,3,4-tetrahydroisoquinoline hydrochloride gave compound 83 (40% yield) as a white solid. 1H NMR (300 MHz, CDCl3) δ 2.25 and 2.28 (2s, 3H), 2.79 and 3.04 (2t, 2H), 3.59 and 4.22 (2t, 2H), 4.47 and 5.09 (2s, 2H), 6.32 and 6.82 (2d, 1H), 6.89 and 7.08 (2d, 1H), 7.58-7.69 (m, 1H), 7.93-8.05 (m, 2H), 8.31-8.35 (m, 1H), 8.56 and 8.61 (2s, 1H), 9.04 (s, 1H); MS (ESI) m/z 403 ([M+H]+). Reactants: C1CCOC1, C[Si](C)(C)[N-][Si](C)(C)C, [Cl-], [NH4+], [Na+], CCOC(=O)CC(CCCBr)C(C)=CCc1c(O)c2c(c(C)c1OC)COC2=O. Product: CCOC(=O)C1CCCC1C(C)=CCc1c(O)c2c(c(C)c1OC)COC2=O. Reaction SMILES: [CH2:42]1[O:43][CH2:44][CH2:45][CH2:46]1.[CH3:30][Si:31]([N-:32][Si:33]([CH3:34])([CH3:35])[CH3:36])([CH3:37])[CH3:38].[Cl-:40].[NH4+:41].[Na+:39].[OH:1][c:2]1[c:3]2[c:7]([c:8]([CH3:28])[c:9]([O:26][CH3:27])[c:10]1[CH2:11][CH:12]=[C:13]([CH:14]([CH2:15][C:16](=[O:17])[O:18][CH2:19][CH3:20])[CH2:21][CH2:22][CH2:23][Br:24])[CH3:25])[CH2:6][O:5][C:4]2=[O:29]>>[OH:1][c:2]1[c:3]2[c:7]([c:8]([CH3:28])[c:9]([O:26][CH3:27])[c:10]1[CH2:11][CH:12]=[C:13]([CH:14]1[CH:15]([C:16](=[O:17])[O:18][CH2:19][CH3:20])[CH2:23][CH2:22][CH2:21]1)[CH3:25])[CH2:6][O:5][C:4]2=[O:29]. The reactants are Clc1ccccc1-c1cc(NCC2CCNCC2)n2ncc(Br)c2n1, C[Si](C)(C)N=C=O, ClCCl. The product is NC(=O)N1CCC(CNc2cc(-c3ccccc3Cl)nc3c(Br)cnn23)CC1. As a reaction SMILES: [Br:1][c:2]1[cH:3][n:4][n:5]2[c:6]1[n:7][c:8](-[c:19]1[c:20]([Cl:25])[cH:21][cH:22][cH:23][cH:24]1)[cH:9][c:10]2[NH:11][CH2:12][CH:13]1[CH2:14][CH2:15][NH:16][CH2:17][CH2:18]1.[CH3:26][Si:27]([CH3:28])([CH3:29])[N:30]=[C:31]=[O:32].[Cl:33][CH2:34][Cl:35]>>[Br:1][c:2]1[cH:3][n:4][n:5]2[c:6]1[n:7][c:8](-[c:19]1[c:20]([Cl:25])[cH:21][cH:22][cH:23][cH:24]1)[cH:9][c:10]2[NH:11][CH2:12][CH:13]1[CH2:14][CH2:15][N:16]([C:31]([NH2:30])=[O:32])[CH2:17][CH2:18]1. Starting materials: BrC=1C=NC2=CC=CC=C2C1 (3-bromoquinoline), O1C(NCC1)=O (2-oxazolidinone), C(C)(=O)[O-].[K+] (potassium acetate). The reagents and catalysts are [Cu] (copper). Solvent: C=1(C(=CC=CC1)C)C (xylene). Product: N1=CC(=CC2=CC=CC=C12)N1C(OCC1)=O (3-(quinolin-3-yl)-2-oxazolidinone). RXN SMILES: Br[C:2]1[CH:3]=[N:4][C:5]2[C:10]([CH:11]=1)=[CH:9][CH:8]=[CH:7][CH:6]=2.[O:12]1[CH2:16][CH2:15][NH:14][C:13]1=[O:17].C([O-])(=O)C.[K+]>C1(C)C(C)=CC=CC=1.[Cu]>[N:4]1[C:5]2[C:10](=[CH:9][CH:8]=[CH:7][CH:6]=2)[CH:11]=[C:2]([N:14]2[CH2:15][CH2:16][O:12][C:13]2=[O:17])[CH:3]=1 |f:2.3|. Procedure: 26,0 g of 3-bromoquinoline and 4.35 g of 2-oxazolidinone in 200 ml of xylene are heated under reflux in the presence of 7.4 g of potassium acetate and 4.8 g of copper powder for 9 h, analogously to the process of B.Renger in Synthesis (1985) 856. After the mixture has been worked up, the crude product is purified over silica gel with a 500:10:1 mixture of methylene chloride, methanol and concentrated ammonia as the mobile phase, to give 3-(quinolin-3-yl)-2-oxazolidinone as a crystalline solid: R... Reactants: CC(=CCO)c1ccc(-c2ccc(Br)cc2)cc1, CCCCP(CCCC)CCCC, C1CCOC1, CCOC(=O)Cc1cccc(O)c1. Product: CCOC(=O)Cc1cccc(OCC=C(C)c2ccc(-c3ccc(Br)cc3)cc2)c1. RXN SMILES: [Br:27][c:28]1[cH:29][cH:30][c:31](-[c:34]2[cH:35][cH:36][c:37]([C:40](=[CH:41][CH2:42][OH:43])[CH3:44])[cH:38][cH:39]2)[cH:32][cH:33]1.[CH2:1]([P:2]([CH2:3][CH2:4][CH2:5][CH3:6])[CH2:7][CH2:8][CH2:9][CH3:10])[CH2:11][CH2:12][CH3:13].[CH2:45]1[O:46][CH2:47][CH2:48][CH2:49]1.[OH:14][c:15]1[cH:16][c:17]([CH2:21][C:22](=[O:23])[O:24][CH2:25][CH3:26])[cH:18][cH:19][cH:20]1>>[O:14]([c:15]1[cH:16][c:17]([CH2:21][C:22](=[O:23])[O:24][CH2:25][CH3:26])[cH:18][cH:19][cH:20]1)[CH2:42][CH:41]=[C:40]([c:37]1[cH:36][cH:35][c:34](-[c:31]2[cH:30][cH:29][c:28]([Br:27])[cH:33][cH:32]2)[cH:39][cH:38]1)[CH3:44]. The reactants are CC(=O)O, CC1(C)OCC(CCn2cnc3c(N)nc(N)nc32)CO1. Product: Nc1nc(N)c2ncn(CCC(CO)CO)c2n1. Reaction SMILES: [CH3:22][C:23](=[O:24])[OH:25].[NH2:1][c:2]1[n:3][c:4]([NH2:21])[c:5]2[n:6][cH:7][n:8]([CH2:11][CH2:12][CH:13]3[CH2:14][O:15][C:16]([CH3:19])([CH3:20])[O:17][CH2:18]3)[c:9]2[n:10]1>>[NH2:1][c:2]1[n:3][c:4]([NH2:21])[c:5]2[n:6][cH:7][n:8]([CH2:11][CH2:12][CH:13]([CH2:14][OH:15])[CH2:18][OH:17])[c:9]2[n:10]1.